From a dataset of the Open Reaction Database (ORD), a public repository of structured organic reaction records. describe an organic reaction: reactants, conditions, products, and yield Reactants: ClC=1C=C(C=CC1Cl)[C@H]1[C@@H](CN(CCO1)C(=O)OC(C)(C)C)C(NS(=O)(=O)C)=O (tert-butyl (6R,7R)-7-(3,4-dichlorophenyl)-6-[(methylsulfonyl)carbamoyl]-1,4-oxazepane-4-carboxylate), C([O-])([O-])=O.[K+].[K+] (potassium carbonate), CI (methyl iodide). Solvent: CN(C)C=O (DMF), C(C)(=O)OCC (ethyl acetate). Run at time 8 hour. Product: ClC=1C=C(C=CC1Cl)[C@H]1[C@@H](CN(CCO1)C(=O)OC(C)(C)C)C(N(S(=O)(=O)C)C)=O (tert-butyl (6R,7R)-7-(3,4-dichlorophenyl)-6-[methyl(methylsulfonyl)carbamoyl]-1,4-oxazepane-4-carboxylate). Isolated yield 68.7%. Reaction SMILES: [Cl:1][C:2]1[CH:3]=[C:4]([C@@H:9]2[O:15][CH2:14][CH2:13][N:12]([C:16]([O:18][C:19]([CH3:22])([CH3:21])[CH3:20])=[O:17])[CH2:11][C@H:10]2[C:23](=[O:29])[NH:24][S:25]([CH3:28])(=[O:27])=[O:26])[CH:5]=[CH:6][C:7]=1[Cl:8].[C:30](=O)([O-])[O-].[K+].[K+].CI>CN(C=O)C.C(OCC)(=O)C>[Cl:1][C:2]1[CH:3]=[C:4]([C@@H:9]2[O:15][CH2:14][CH2:13][N:12]([C:16]([O:18][C:19]([CH3:22])([CH3:21])[CH3:20])=[O:17])[CH2:11][C@H:10]2[C:23](=[O:29])[N:24]([CH3:30])[S:25]([CH3:28])(=[O:27])=[O:26])[CH:5]=[CH:6][C:7]=1[Cl:8] |f:1.2.3|. Reported procedure: To a solution of tert-butyl (6R,7R)-7-(3,4-dichlorophenyl)-6-[(methylsulfonyl)carbamoyl]-1,4-oxazepane-4-carboxylate (246 mg) in DMF (3 mL) were added potassium carbonate (109 mg) and methyl iodide (0.049 mL) at room temperature, and the mixture was stirred at room temperature overnight. The reaction mixture was diluted with ethyl acetate. The diluted solution was washed with distilled water and brine, and dried over anhydrous magnesium sulfate. The solvent was evaporated under reduced pressure,... Starting materials: CC(=O)NC1=CC(=C(C=C1Cl)Cl)OC (2,4-dichloro-5-methoxyacetanilide), [OH-].[Na+] (sodium hydroxide). Solvent: O (water), C(C)O (ethanol). The product is ClC1=C(N)C=C(C(=C1)Cl)OC (2,4-dichloro-5-methoxyaniline). Yield: 54.3%. RXN SMILES: CC([NH:4][C:5]1[C:10]([Cl:11])=[CH:9][C:8]([Cl:12])=[C:7]([O:13][CH3:14])[CH:6]=1)=O.[OH-].[Na+]>O.C(O)C>[Cl:11][C:10]1[CH:9]=[C:8]([Cl:12])[C:7]([O:13][CH3:14])=[CH:6][C:5]=1[NH2:4] |f:1.2|. Reported procedure: In the manner of Example 2, Step C, the reaction of 37.4 g (0.16 mole) of 2,4-dichloro-5-methoxyacetanilide with 12.8 g (0.32 mole) of sodium hydroxide in 30 mL of water and 30 mL of ethanol produced 16.7 g of 2,4-dichloro-5-methoxyaniline. Reactants: OO (hydrogen peroxide), C=CC1=CC=C(C=C1)S(=O)(=O)N (4-sulfonamidostyrene), C=CC1=CC=C(C=C1)S(=O)(=O)N (4-sulfonamidostyrene), C(O)([O-])=O.[NH4+] (ammonium hydrogencarbonate), OO (hydrogen peroxide). The solvent is C(C)#N.O (acetonitrile water). Conditions: time 15 minute. Product: O1C(C1)C1=CC=C(C=C1)S(=O)(=O)N (4-Oxiran-2-ylbenzenesulfonamide). The yield is 26100.9%. Reaction SMILES: [CH2:1]=[CH:2][C:3]1[CH:8]=[CH:7][C:6]([S:9]([NH2:12])(=[O:11])=[O:10])=[CH:5][CH:4]=1.C(=O)([O-])[OH:14].[NH4+].OO>C(#N)C.O>[O:14]1[CH2:1][CH:2]1[C:3]1[CH:4]=[CH:5][C:6]([S:9]([NH2:12])(=[O:11])=[O:10])=[CH:7][CH:8]=1 |f:1.2,4.5|. Procedure: To a suspension of 4-sulfonamidostyrene (1.83 g, 0.01 mmol) and ammonium hydrogencarbonate (1.6 g, 0.02 mol) in acetonitrile/water (60 mL/30 mL) was added hydrogen peroxide (30% solution, 10 mL, 0.09). The mixture was kept in dark without stirring for 72 hours during which two portion of hydrogen peroxide (5 mL each) were introduced slowly. While HPLC showed all of the starting 4-sulfonamidostyrene was consumed, sodium thiosulfate solution (10%, 60 mL) was added slowly and stirred for 15 minutes... Reactants: ion, [Cl-].[Ca+2].[Cl-] (calcium chloride), C(CCCCCCCCCCC)(=O)NC(C(=O)O)CCCC (N-lauroylaminohexanoic acid), [OH-].[Na+] (sodium hydroxide). Run in O (water). The product is [Ca+2].C(CCCCCCCCCCC)(=O)NC(C(=O)[O-])CCCC.C(CCCCCCCCCCC)(=O)NC(C(=O)[O-])CCCC (N-lauroylaminohexanoic acid calcium salt), crystals. Isolated yield 99.6%. Reaction SMILES: [C:1]([NH:14][CH:15]([CH2:19][CH2:20][CH2:21][CH3:22])[C:16]([OH:18])=[O:17])(=[O:13])[CH2:2][CH2:3][CH2:4][CH2:5][CH2:6][CH2:7][CH2:8][CH2:9][CH2:10][CH2:11][CH3:12].[OH-].[Na+].[Cl-].[Ca+2:26].[Cl-]>O>[Ca+2:26].[C:1]([NH:14][CH:15]([CH2:19][CH2:20][CH2:21][CH3:22])[C:16]([O-:18])=[O:17])(=[O:13])[CH2:2][CH2:3][CH2:4][CH2:5][CH2:6][CH2:7][CH2:8][CH2:9][CH2:10][CH2:11][CH3:12].[C:1]([NH:14][CH:15]([CH2:19][CH2:20][CH2:21][CH3:22])[C:16]([O-:18])=[O:17])(=[O:13])[CH2:2][CH2:3][CH2:4][CH2:5][CH2:6][CH2:7][CH2:8][CH2:9][CH2:10][CH2:11][CH3:12] |f:1.2,3.4.5,7.8.9|. Procedure details: In a procedure similar to those described in Production Examples 4 and 5, 20 g of N-lauroylaminohexanoic acid, 2.6 g of sodium hydroxide, 180 g of ion exchanged water and 71 g of 10% by weight aqueous solution of calcium chloride were used. Thus, 21.1 g of the target N-lauroylaminohexanoic acid calcium salt was obtained as white crystals (yield: 99.6%).